Task: describe an organic reaction: reactants, conditions, products, and yield. Dataset: the Open Reaction Database (ORD), a public repository of structured organic reaction records Reactants: O=C1N(C=CC2=CC=CC=C12)C1=NC=CC(=C1)C1=C(C(=CC2=CC(=C(C=C12)OCC)OCC)COC(C)=O)COC(C)=O (1-[2-(1-oxo-1,2-dihydroisoquinolin-2-yl)-4-pyridyl]-2,3-bis(acetoxymethyl)-6,7-diethoxynaphthalene), C[O-].[Na+] (sodium methoxide), C(C)(=O)O (Acetic acid), C[O-].[Na+] (sodium methoxide). Solvent: CO (methanol). Conditions: time 2.5 hour. Product: O=C1N(C=CC2=CC=CC=C12)C1=NC=CC(=C1)C1=C(C(=CC2=CC(=C(C=C12)OCC)OCC)CO)CO (1-[2-(1-oxo-1,2-dihydroisoquinolin-2-yl)4-pyridyl]-2,3-bis(hydroxymethyl)-6,7-diethoxynaphthalene). Yield: 60.4%. RXN SMILES: [O:1]=[C:2]1[C:11]2[C:6](=[CH:7][CH:8]=[CH:9][CH:10]=2)[CH:5]=[CH:4][N:3]1[C:12]1[CH:17]=[C:16]([C:18]2[C:27]3[C:22](=[CH:23][C:24]([O:31][CH2:32][CH3:33])=[C:25]([O:28][CH2:29][CH3:30])[CH:26]=3)[CH:21]=[C:20]([CH2:34][O:35]C(=O)C)[C:19]=2[CH2:39][O:40]C(=O)C)[CH:15]=[CH:14][N:13]=1.C[O-].[Na+].C(O)(=O)C>CO>[O:1]=[C:2]1[C:11]2[C:6](=[CH:7][CH:8]=[CH:9][CH:10]=2)[CH:5]=[CH:4][N:3]1[C:12]1[CH:17]=[C:16]([C:18]2[C:27]3[C:22](=[CH:23][C:24]([O:31][CH2:32][CH3:33])=[C:25]([O:28][CH2:29][CH3:30])[CH:26]=3)[CH:21]=[C:20]([CH2:34][OH:35])[C:19]=2[CH2:39][OH:40])[CH:15]=[CH:14][N:13]=1 |f:1.2|. Procedure details: To a solution of 1-[2-(1-oxo-1,2-dihydroisoquinolin-2-yl)-4-pyridyl]-2,3-bis(acetoxymethyl)-6,7-diethoxynaphthalene (1.84 g) in methanol (50 ml) is added sodium methoxide (0.52 g) under ice-cooling. The mixture is stirred at room temperature for 2.5 hours. To the mixture is added sodium methoxide (0.17 g) under ice-cooling, and the mixture is stirred at room temperature for one hour. Acetic acid (0.74 ml) is added to the reaction mixture under ice-cooling, and the mixture is Concentrated under r... Reactants: C(C)(C)C=1C=CC(=C(C#N)C1)NC1=C(C=CC=C1)[N+](=O)[O-] (5-isopropyl-2-(2-nitro-phenylamino)-benzonitrile), [Sn](Cl)Cl (tin (II) chloride). The solvent is C(C)O (ethanol), Cl (HCl). Conditions: temperature 86 celsius. Yields the product Cl.C(C)(C)C1=CC2=C(NC3=C(N=C2N)C=CC=C3)C=C1 (2-Isopropyl-5H-dibenzo[b,e][1,4]diazepin-11-ylamine hydrochloride). RXN SMILES: [CH:1]([C:4]1[CH:5]=[CH:6][C:7]([NH:12][C:13]2[CH:18]=[CH:17][CH:16]=[CH:15][C:14]=2[N+:19]([O-])=O)=[C:8]([CH:11]=1)[C:9]#[N:10])([CH3:3])[CH3:2].[Sn](Cl)[Cl:23]>Cl.C(O)C>[ClH:23].[CH:1]([C:4]1[CH:5]=[CH:6][C:7]2[NH:12][C:13]3[CH:18]=[CH:17][CH:16]=[CH:15][C:14]=3[N:19]=[C:9]([NH2:10])[C:8]=2[CH:11]=1)([CH3:3])[CH3:2] |f:4.5|. Reported procedure: Combine 5-isopropyl-2-(2-nitro-phenylamino)-benzonitrile (4.54 g, 16.1 mmol) and tin (II) chloride (10.92 g, 48.4 mmol) in 65.0 mL of 5N HCl solution and 65.0 mL of ethanol. Heat this mixture at 86° C. for 18 hours. Chilling the mixture precipitates the title compound as 4.22 g of a yellow solid: mp>250° C.; mass spectrum (ion spray): m/z=252 (M+1). Starting materials: CN(C1=C(C(=O)O)C=CC=C1)C (2-Dimethylaminobenzoic acid), C(C(=O)Cl)(=O)Cl (oxalyl chloride), NC1=CC=C(C=C1)N1C2=C(NC(CC1=O)=O)C1=CC=CC=C1C=C2 (5-(4-aminophenyl)-1H-naphtho[1,2-b][1,4]diazepine-2,4(3H,5H)-dione). The product is CN(C1=C(C(=O)NC2=CC=C(C=C2)N2C3=C(NC(CC2=O)=O)C2=CC=CC=C2C=C3)C=CC=C1)C (5-[4-[(2-Dimethylaminobenzoyl)amino]phenyl]-1H-naphtho[1,2-b][1,4]diazepine-2,4(3H,5H)-dione). Yield: 81.8%. As a reaction SMILES: [CH3:1][N:2]([CH3:12])[C:3]1[CH:11]=[CH:10][CH:9]=[CH:8][C:4]=1[C:5]([OH:7])=O.C(Cl)(=O)C(Cl)=O.[NH2:19][C:20]1[CH:25]=[CH:24][C:23]([N:26]2[C:32](=[O:33])[CH2:31][C:30](=[O:34])[NH:29][C:28]3[C:35]4[C:40]([CH:41]=[CH:42][C:27]2=3)=[CH:39][CH:38]=[CH:37][CH:36]=4)=[CH:22][CH:21]=1>>[CH3:12][N:2]([CH3:1])[C:3]1[CH:11]=[CH:10][CH:9]=[CH:8][C:4]=1[C:5]([NH:19][C:20]1[CH:25]=[CH:24][C:23]([N:26]2[C:32](=[O:33])[CH2:31][C:30](=[O:34])[NH:29][C:28]3[C:35]4[C:40]([CH:41]=[CH:42][C:27]2=3)=[CH:39][CH:38]=[CH:37][CH:36]=4)=[CH:22][CH:21]=1)=[O:7]. Reported procedure: 2-Dimethylaminobenzoic acid (50 mg, 0.3 mmol) was treated with oxalyl chloride in the same manner as that of Example 40, and then by using the resultant together with 5-(4-aminophenyl)-1H-naphtho[1,2-b][1,4]diazepine-2,4(3H,5H)-dione (32 mg, 0.1 mmol) obtained in Example 1, (3), the title compound (38 mg, yield 82%) was obtained as pale yellow crystals in the same manner as that of Example 1, (4). Reactants: N1CCOCC1 (morpholine), NC1=C(C=CC(=N1)NCCNC1=NC=C(C(=N1)C1=C(C=C(C=C1)Cl)Cl)N1C(C=CC1=O)=O)[N+](=O)[O-] (1-[2-({2-[(6-amino-5-nitro(2-pyridyl))amino]ethyl}amino)-4-(2,4-dichlorophenyl)pyrimidin-5-yl]-3-pyrroline-2,5-dione). The product is NC1=C(C=CC(=N1)NCCNC1=NC=C(C(=N1)C1=C(C=C(C=C1)Cl)Cl)N1C(C(CC1=O)N1CCOCC1)=O)[N+](=O)[O-] (1-[2-({2-[(6-amino-5-nitro(2-pyridyl))amino]-ethyl}amino)-4-(2,4-dichlorophenyl)pyrimidin-5-yl]-3-morpholin-4-ylpyrrolidine-2,5-dione). Reaction SMILES: [NH:1]1[CH2:6][CH2:5][O:4][CH2:3][CH2:2]1.[NH2:7][C:8]1[N:13]=[C:12]([NH:14][CH2:15][CH2:16][NH:17][C:18]2[N:23]=[C:22]([C:24]3[CH:29]=[CH:28][C:27]([Cl:30])=[CH:26][C:25]=3[Cl:31])[C:21]([N:32]3[C:36](=[O:37])[CH:35]=[CH:34][C:33]3=[O:38])=[CH:20][N:19]=2)[CH:11]=[CH:10][C:9]=1[N+:39]([O-:41])=[O:40]>>[NH2:7][C:8]1[N:13]=[C:12]([NH:14][CH2:15][CH2:16][NH:17][C:18]2[N:23]=[C:22]([C:24]3[CH:29]=[CH:28][C:27]([Cl:30])=[CH:26][C:25]=3[Cl:31])[C:21]([N:32]3[C:36](=[O:37])[CH2:35][CH:34]([N:1]4[CH2:6][CH2:5][O:4][CH2:3][CH2:2]4)[C:33]3=[O:38])=[CH:20][N:19]=2)[CH:11]=[CH:10][C:9]=1[N+:39]([O-:41])=[O:40]. Reported procedure: Large excess of morpholine was added to clean fractions of 1-[2-({2-[(6-amino-5-nitro(2-pyridyl))amino]ethyl}amino)-4-(2,4-dichlorophenyl)pyrimidin-5-yl]-3-pyrroline-2,5-dione concentrated in vacuo, and purified by column chromatography eluting with 5-10% methanol/methylene chloride to obtain 1-[2-({2-[(6-amino-5-nitro(2-pyridyl))amino]-ethyl}amino)-4-(2,4-dichlorophenyl)pyrimidin-5-yl]-3-morpholin-4-ylpyrrolidine-2,5-dione. Starting materials: OC=1C=C(C(=O)O)C=CC1[N+](=O)[O-] (3-Hydroxy-4-nitro-benzoic acid), CO (MeOH), OS(=O)(=O)O (H2SO4). Conditions: temperature 60 celsius. Product: COC(C1=CC(=C(C=C1)[N+](=O)[O-])O)=O (3-Hydroxy-4-nitro-benzoic acid methyl ester). RXN SMILES: [OH:1][C:2]1[CH:3]=[C:4]([CH:8]=[CH:9][C:10]=1[N+:11]([O-:13])=[O:12])[C:5]([OH:7])=[O:6].OS(O)(=O)=O.[CH3:19]O>>[CH3:19][O:6][C:5](=[O:7])[C:4]1[CH:8]=[CH:9][C:10]([N+:11]([O-:13])=[O:12])=[C:2]([OH:1])[CH:3]=1. Reported procedure: 3-Hydroxy-4-nitro-benzoic acid (10 g) was dissolved in MeOH (500 ml). 96% H2SO4 (2 ml) was added, and the mixture was heated to 60° C. for 18 hours. The reaction mixture was concentrated to approx. 200 ml, diluted with EtOAc (200 ml) and washed with an aqueous saturated solution of NaHCO3 (2×20 ml). The organic layer was dried over Na2SO4 and the solvent was removed by evaporation to yield 10.5 g of the desired intermediate. Reactants: CC(C)(C)ON=O, CCOC(=O)c1nc(N)sc1I, CN(C)C=O. The product is CCOC(=O)c1ncsc1I. Reaction SMILES: [C:13]([O:14][N:15]=[O:16])([CH3:17])([CH3:18])[CH3:19].[NH2:1][c:2]1[s:3][c:4]([I:12])[c:5]([C:7](=[O:8])[O:9][CH2:10][CH3:11])[n:6]1.[O:20]=[CH:21][N:22]([CH3:23])[CH3:24]>>[cH:2]1[s:3][c:4]([I:12])[c:5]([C:7](=[O:8])[O:9][CH2:10][CH3:11])[n:6]1. Reactants: CC(C)(C)c1cc(B(O)O)cc(C(C)(C)C)c1O, C1CCOC1, CN1C(=O)CCC2(C)c3ccc(Br)cc3CCC12, ClC(Cl)Cl, [Na+], [Na+], O=C([O-])[O-], [Pd], c1ccc(P(c2ccccc2)c2ccccc2)cc1, c1ccc(P(c2ccccc2)c2ccccc2)cc1, c1ccc(P(c2ccccc2)c2ccccc2)cc1, c1ccc(P(c2ccccc2)c2ccccc2)cc1. Product: CN1C(=O)CCC2(C)c3ccc(-c4cc(C(C)(C)C)c(O)c(C(C)(C)C)c4)cc3CCC12. As a reaction SMILES: [C:19]([CH3:20])([CH3:21])([CH3:22])[c:23]1[cH:24][c:25]([B:34]([OH:35])[OH:36])[cH:26][c:27]([C:30]([CH3:31])([CH3:32])[CH3:33])[c:28]1[OH:29].[CH2:43]1[O:44][CH2:45][CH2:46][CH2:47]1.[CH3:1][N:2]1[C:3](=[O:18])[CH2:4][CH2:5][C:6]2([CH3:17])[c:7]3[c:8]([cH:12][c:13]([Br:16])[cH:14][cH:15]3)[CH2:9][CH2:10][CH:11]12.[CH:48]([Cl:49])([Cl:50])[Cl:51].[Na+:37].[Na+:38].[O-:39][C:40](=[O:41])[O-:42].[Pd:52].[c:110]1([P:111]([c:112]2[cH:113][cH:114][cH:115][cH:116][cH:117]2)[c:118]2[cH:119][cH:120][cH:121][cH:122][cH:123]2)[cH:124][cH:125][cH:126][cH:127][cH:128]1.[c:53]1([P:54]([c:55]2[cH:56][cH:57][cH:58][cH:59][cH:60]2)[c:61]2[cH:62][cH:63][cH:64][cH:65][cH:66]2)[cH:67][cH:68][cH:69][cH:70][cH:71]1.[c:72]1([P:73]([c:74]2[cH:75][cH:76][cH:77][cH:78][cH:79]2)[c:80]2[cH:81][cH:82][cH:83][cH:84][cH:85]2)[cH:86][cH:87][cH:88][cH:89][cH:90]1.[c:91]1([P:92]([c:93]2[cH:94][cH:95][cH:96][cH:97][cH:98]2)[c:99]2[cH:100][cH:101][cH:102][cH:103][cH:104]2)[cH:105][cH:106][cH:107][cH:108][cH:109]1>>[CH3:1][N:2]1[C:3](=[O:18])[CH2:4][CH2:5][C:6]2([CH3:17])[c:7]3[c:8]([cH:12][c:13](-[c:25]4[cH:24][c:23]([C:19]([CH3:20])([CH3:21])[CH3:22])[c:28]([OH:29])[c:27]([C:30]([CH3:31])([CH3:32])[CH3:33])[cH:26]4)[cH:14][cH:15]3)[CH2:9][CH2:10][CH:11]12. Product: C(#N)C1=CC=C(C=C1)N(CC(=O)O)C (N-(p-cyanophenyl)-N-methylglycine). Reactants: FC1=CC=C(C#N)C=C1 (4-fluorobenzonitrile), CNCC(=O)O (N-methylglycine), C([O-])([O-])=O.[K+].[K+] (potassium carbonate), Cl (HCl). As a reaction SMILES: F[C:2]1[CH:9]=[CH:8][C:5]([C:6]#[N:7])=[CH:4][CH:3]=1.[CH3:10][NH:11][CH2:12][C:13]([OH:15])=[O:14].C(=O)([O-])[O-].[K+].[K+].Cl>CS(C)=O.O>[C:6]([C:5]1[CH:8]=[CH:9][C:2]([N:11]([CH3:10])[CH2:12][C:13]([OH:15])=[O:14])=[CH:3][CH:4]=1)#[N:7] |f:2.3.4|. Conditions: temperature 100 celsius. Run in O (water), CS(=O)C (dimethylsulfoxide), O (water). Procedure details: In a 500-ml pear-shaped flask, 4-fluorobenzonitrile (10.44 g, 86.26 mmoles), N-methylglycine (8.45 g, 94.89 mmoles) and potassium carbonate (14.28 g, 103.48 mmoles) were placed, followed by addition of 200 ml of dimethylsulfoxide as a solvent. A water cooling pipe was attached to the flask, and the reaction was carried out with heating on an oil bath heated at 100° C. for 9 hours with stirring using a magnetic stirrer. After cooling naturally, the reaction mixture was dissolved in 1 liter of wat...